This data is from the Open Reaction Database (ORD), a public repository of structured organic reaction records. The task is: describe an organic reaction: reactants, conditions, products, and yield The product is CC(c1ccccc1)N1CC(C(C(N)=O)(c2ccccc2)c2ccccc2)C1. Reactants: [Na+], [OH-], O=S(=O)(O)O, CC(c1ccccc1)N1CC(C(C#N)(c2ccccc2)c2ccccc2)C1. Reaction SMILES: [Na+:34].[OH-:33].[S:1](=[O:2])(=[O:3])([OH:4])[OH:5].[c:6]1([C:12]([C:13]#[N:14])([CH:15]2[CH2:16][N:17]([CH:19]([CH3:20])[c:21]3[cH:22][cH:23][cH:24][cH:25][cH:26]3)[CH2:18]2)[c:27]2[cH:28][cH:29][cH:30][cH:31][cH:32]2)[cH:7][cH:8][cH:9][cH:10][cH:11]1>>[c:6]1([C:12]([C:13]([NH2:14])=[O:33])([CH:15]2[CH2:16][N:17]([CH:19]([CH3:20])[c:21]3[cH:22][cH:23][cH:24][cH:25][cH:26]3)[CH2:18]2)[c:27]2[cH:28][cH:29][cH:30][cH:31][cH:32]2)[cH:7][cH:8][cH:9][cH:10][cH:11]1. Starting materials: C1N2CN3CN1CN(C2)C3 (Hexamine), FC(C(=O)O)(F)F (trifluoroacetic acid), BrC1=C(C=CC(=C1)Br)O (2,4-Dibromophenol). RXN SMILES: C1N2CN3CN(C2)CN1C3.F[C:12](F)(F)[C:13]([OH:15])=O.[Br:18][C:19]1[CH:24]=[C:23]([Br:25])[CH:22]=C[C:20]=1[OH:26]>>[Br:18][C:19]1[C:20]([OH:26])=[C:12]([CH:22]=[C:23]([Br:25])[CH:24]=1)[CH:13]=[O:15]. The product is BrC=1C(=C(C=O)C=C(C1)Br)O (3,5-Dibromo-2-hydroxybenzaldehyde). Reported procedure: Hexamine (3.35 g, 23.92 mmol) was added portionwise to trifluoroacetic acid (25 ml) keeping the temperature below 40° C. with a water bath. 2,4-Dibromophenol was then added slowly and the reaction mixture heated at 80° C. for 31/2 hours. The reaction mixture was cooled, partially evaporated and then poured into ice/water. This mixture was stirred at ambient temperature overnight and the precipitate that formed filtered, dried and purified by chromatography (CH2Cl2 /hexane) to give the title comp... Reaction conditions: temperature 80 celsius, time 8 hour. Starting materials: C1(CC1)NC(=O)[C@@H]1NC[C@@H](C1)O ((2R,4R)-4-Hydroxy-pyrrolidine-2-carboxylic acid cyclopropylamide), [H-].[H-].[H-].[H-].[Li+].[Al+3] (LAH). Solvent: C1CCOC1 (THF). The product is C1(CC1)NC[C@H]1C[C@H](CN1)O ((3R,5R)-5-cyclopropylaminomethyl-pyrrolidin-3-ol). Yield: 36.3%. RXN SMILES: [CH:1]1([NH:4][C:5]([C@H:7]2[CH2:11][C@@H:10]([OH:12])[CH2:9][NH:8]2)=O)[CH2:3][CH2:2]1.[H-].[H-].[H-].[H-].[Li+].[Al+3]>C1COCC1>[CH:1]1([NH:4][CH2:5][C@@H:7]2[NH:8][CH2:9][C@H:10]([OH:12])[CH2:11]2)[CH2:2][CH2:3]1 |f:1.2.3.4.5.6|. Procedure: 1H NMR (400 MHz, DMSO-d6)δ 4.32 (m, 1H), 4.1 (m, 1H), 3.2 (m 2H), 2.67 (m, 1H), 2.35 (m, 1H), 1.85 (m, 1H), 0.67 (m, 2H), 0.45 (m, 2H). [486] (2R,4R)-4-Hydroxy-pyrrolidine-2-carboxylic acid cyclopropylamide (3 g) was reduced using LAH (2 g) in THF (150 mL) to give 1 g of (3R,5R)-5-cyclopropylaminomethyl-pyrrolidin-3-ol. Reactants: COC1=C(CNC=2SC=CN2)C=CC(=C1)OC ((2,4-Dimethoxy-benzyl)-thiazol-2-yl-amine), IC=1C=CC(=NC1)S(=O)(=O)Cl (5-Iodo-pyridine-2-sulfonyl chloride), C[Si]([N-][Si](C)(C)C)(C)C.[Li+] (Lithium hexamethyldisilazide). The solvent is O1CCCC1 (Tetrahydrofuran), O1CCCC1 (Tetrahydrofuran), O1CCCC1 (Tetrahydrofuran). Run at time 30 minute. Product: COC1=C(CN(S(=O)(=O)C2=NC=C(C=C2)I)C=2SC=CN2)C=CC(=C1)OC (N-(2,4-dimethoxybenzyl)-5-iodo-N-(thiazol-2-yl)pyridine-2-sulfonamide). Reaction SMILES: [CH3:1][O:2][C:3]1[CH:15]=[C:14]([O:16][CH3:17])[CH:13]=[CH:12][C:4]=1[CH2:5][NH:6][C:7]1[S:8][CH:9]=[CH:10][N:11]=1.C[Si](C)(C)[N-][Si](C)(C)C.[Li+].[I:28][C:29]1[CH:30]=[CH:31][C:32]([S:35](Cl)(=[O:37])=[O:36])=[N:33][CH:34]=1>O1CCCC1>[CH3:1][O:2][C:3]1[CH:15]=[C:14]([O:16][CH3:17])[CH:13]=[CH:12][C:4]=1[CH2:5][N:6]([C:7]1[S:8][CH:9]=[CH:10][N:11]=1)[S:35]([C:32]1[CH:31]=[CH:30][C:29]([I:28])=[CH:34][N:33]=1)(=[O:37])=[O:36] |f:1.2|. Procedure: (2,4-Dimethoxy-benzyl)-thiazol-2-yl-amine (0.453 g, 1.81 mmol) was dissolved in Tetrahydrofuran (5 mL, 70 mmol) and cooled in an ice bath. 1.0 M of Lithium hexamethyldisilazide in Tetrahydrofuran (2.0 mL) was added dropwise to the reaction. After addition was complete, the reaction mixture was warmed to ambient temperature. After 30 min, the reaction was cooled to at 0° C. and a solution of 5-Iodo-pyridine-2-sulfonyl chloride (0.50 g, 1.6 mmol) in Tetrahydrofuran (4 mL, 50 mmol) was added dropwi... Reactants: FC1=CC=C(C=C1)CN1C2=NC=NC=C2N=C1NC1CCNCC1 (9-[(4-fluorophenyl)methyl]-N-(4-piperidinyl)-9H-purin-8-amine), S1C=CC=C1 (thiophene), CC(C)=O (2-propanone), [H][H] (hydrogen). Reagents/catalysts: [Pd] (palladium-on-charcoal). Run in CO (methanol), CO (methanol). Product: FC1=CC=C(C=C1)CN1C2=NC=NC=C2N=C1NC1CCN(CC1)C(C)C (9-[(4-fluorophenyl)methyl]-N-[1-(1-methylethyl)-4-piperidinyl]-9H-purin-8-amine). Yield: 27.2%. Reaction SMILES: [F:1][C:2]1[CH:7]=[CH:6][C:5]([CH2:8][N:9]2[C:17]([NH:18][CH:19]3[CH2:24][CH2:23][NH:22][CH2:21][CH2:20]3)=[N:16][C:15]3[C:10]2=[N:11][CH:12]=[N:13][CH:14]=3)=[CH:4][CH:3]=1.S1C=[CH:28][CH:27]=[CH:26]1.CC(=O)C.[H][H]>CO.[Pd]>[F:1][C:2]1[CH:7]=[CH:6][C:5]([CH2:8][N:9]2[C:17]([NH:18][CH:19]3[CH2:20][CH2:21][N:22]([CH:27]([CH3:28])[CH3:26])[CH2:23][CH2:24]3)=[N:16][C:15]3[C:10]2=[N:11][CH:12]=[N:13][CH:14]=3)=[CH:4][CH:3]=1. Procedure: A mixture of 4.9 parts of 9-[(4-fluorophenyl)methyl]-N-(4-piperidinyl)-9H-purin-8-amine, 1 part of a solution of thiophene in methanol 4%, 120 parts off methanol and 8 parts of 2-propanone was hydrogenated at normal pressure and at room temperature with 2 parts of palladium-on-charcoal catalyst 10%. After the calculated amount of hydrogen was taken up, the catalyst was filtered off and the filtrate was evaporated. The residue was purified by column chromatography over silica gel using a mixture ... The reactants are BrC1CN(C2=CC(CC(C12)=O)(C)C)C1=NC(=CC=C1)Cl (3-bromo-1-(6-chloropyridin-2-yl)-6,6-dimethyl-1,2,3,4-tetrahydroindol-4-one), C(CCC)[Sn](C=1SC=CN1)(CCCC)CCCC (2-tributylstannylthiazole). Product: CC1(CC(C=2C(=CN(C2C1)C1=NC(=CC=C1)C=1SC=CN1)C=1SC=CN1)=O)C (6,6-Dimethyl-3-(thiazol-2-yl)-1-(6-(thiazol-2-yl)pyridin-2-yl)-4,5,6,7-tetrahydroindol-4-one). The yield is 13.0%. Reaction SMILES: Br[CH:2]1[CH:10]2[C:5](=[CH:6][C:7]([CH3:13])([CH3:12])[CH2:8][C:9]2=[O:11])[N:4]([C:14]2[CH:19]=[CH:18][CH:17]=[C:16](Cl)[N:15]=2)[CH2:3]1.C([Sn](CCCC)(CCCC)[C:26]1[S:27][CH:28]=[CH:29][N:30]=1)CCC>>[CH3:12][C:7]1([CH3:13])[CH2:6][C:5]2[N:4]([C:14]3[CH:19]=[CH:18][CH:17]=[C:16]([C:26]4[S:27][CH:28]=[CH:29][N:30]=4)[N:15]=3)[CH:3]=[C:2]([C:26]3[S:27][CH:28]=[CH:29][N:30]=3)[C:10]=2[C:9](=[O:11])[CH2:8]1. Procedure details: In the same way as described in Example 15, Step 4 using 3-bromo-1-(6-chloropyridin-2-yl)-6,6-dimethyl-1,2,3,4-tetrahydroindol-4-one and 2-tributylstannylthiazole, the title compound (35 mg; 13%) was isolated as a yellow solid. 1H NMR (400 MHz, CDCl3) δ 1.21 (6H,s), 2.55 (2H,s), 3.24 (2H,s) 7.35 (1H,d, J=3.1 Hz), 7.50-7.53 (2H,m), 7.81 (1H,d, J=3.1 Hz), 7.97-8.02 (3H,m), 8.20 (1H,d, J=7.8 Hz). MS (ES+) 407 (M+1). The reactants are ClC1=C(C=C(C=C1)C=1N(C(SC1)=NC1=CC=CC=C1)C)S(N(C)C)(=O)=O (4-(4-chloro-3-dimethylsulfamoylphenyl)-3-methyl-2-phenylimino-4-thiazoline), Cl (hydrogen chloride). Solvent: CO (methanol). Yields the product Cl.ClC1=C(C=C(C=C1)C=1N(C(SC1)=NC1=CC=CC=C1)C)S(N(C)C)(=O)=O (4-(4-Chloro-3-dimethylsulfamoylphenyl)-3-methyl-2-phenylimino-4-thiazoline hydrochloride). Reaction SMILES: [Cl:1][C:2]1[CH:7]=[CH:6][C:5]([C:8]2[N:9]([CH3:20])[C:10](=[N:13][C:14]3[CH:19]=[CH:18][CH:17]=[CH:16][CH:15]=3)[S:11][CH:12]=2)=[CH:4][C:3]=1[S:21](=[O:26])(=[O:25])[N:22]([CH3:24])[CH3:23].Cl>CO>[ClH:1].[Cl:1][C:2]1[CH:7]=[CH:6][C:5]([C:8]2[N:9]([CH3:20])[C:10](=[N:13][C:14]3[CH:15]=[CH:16][CH:17]=[CH:18][CH:19]=3)[S:11][CH:12]=2)=[CH:4][C:3]=1[S:21](=[O:26])(=[O:25])[N:22]([CH3:23])[CH3:24] |f:3.4|. Reported procedure: 8.9 g (0.02 mole) of 4-(4-chloro-3-dimethylsulfamoylphenyl)-3-methyl-2-phenylimino-4-thiazoline in 150 ml of methanol are acidified with a saturated ethereal solution of hydrogen chloride, the solvent is distilled off and the residue is recrystallized from ethanol. Melting point 229°-233° C. (with decomposition). Starting materials: O=[N+]([O-])c1cnc(Br)s1, CO, ClCCl, Nc1n[nH]c(-c2ccc(Cl)cc2)n1, C1CCOC1. Yields the product O=[N+]([O-])c1cnc(Nc2nc(-c3ccc(Cl)cc3)n[nH]2)s1. RXN SMILES: [Br:14][c:15]1[s:16][c:17]([N+:20](=[O:21])[O-:22])[cH:18][n:19]1.[CH3:31][OH:32].[Cl:28][CH2:29][Cl:30].[NH2:1][c:2]1[n:3][nH:4][c:5](-[c:7]2[cH:8][cH:9][c:10]([Cl:13])[cH:11][cH:12]2)[n:6]1.[O:23]1[CH2:24][CH2:25][CH2:26][CH2:27]1>>[NH:1]([c:2]1[nH:3][n:4][c:5](-[c:7]2[cH:8][cH:9][c:10]([Cl:13])[cH:11][cH:12]2)[n:6]1)[c:15]1[s:16][c:17]([N+:20](=[O:21])[O-:22])[cH:18][n:19]1. The reactants are C(CC(O)(C(=O)O)CC(=O)O)(=O)O (citric acid), ClC1=NC=NC(=C1OC1=C(C=CC(=C1)OC)Cl)Cl (4,6-dichloro-5-(2-chloro-5-methoxy-phenoxy)-pyrimidine), C(C)(C)C=1C=CC(=NC1)S(=O)(=O)N (5-isopropyl-2-pyridine-sulphonamide), tert.butylate. Run in CS(=O)C (DMSO). The product is ClC1=C(C(=NC=N1)NS(=O)(=O)C1=NC=C(C=C1)C(C)C)OC1=C(C=CC(=C1)OC)Cl (N-[6-chloro-5-(2-chloro-5-methoxy-phenoxy)-pyrimidin-4-yl]-5-isopropyl-pyridine-sulphonamide). Yield: 53.2%. Reaction SMILES: Cl[C:2]1[C:7]([O:8][C:9]2[CH:14]=[C:13]([O:15][CH3:16])[CH:12]=[CH:11][C:10]=2[Cl:17])=[C:6]([Cl:18])[N:5]=[CH:4][N:3]=1.[CH:19]([C:22]1[CH:23]=[CH:24][C:25]([S:28]([NH2:31])(=[O:30])=[O:29])=[N:26][CH:27]=1)([CH3:21])[CH3:20].C(O)(=O)CC(CC(O)=O)(C(O)=O)O>CS(C)=O>[Cl:18][C:6]1[N:5]=[CH:4][N:3]=[C:2]([NH:31][S:28]([C:25]2[CH:24]=[CH:23][C:22]([CH:19]([CH3:21])[CH3:20])=[CH:27][N:26]=2)(=[O:30])=[O:29])[C:7]=1[O:8][C:9]1[CH:14]=[C:13]([O:15][CH3:16])[CH:12]=[CH:11][C:10]=1[Cl:17]. Procedure details: 306 mg of 4,6-dichloro-5-(2-chloro-5-methoxy-phenoxy)-pyrimidine, 320 mg of 5-isopropyl-2-pyridine-sulphonamide and 180 mg of K tert.butylate dissolved in 2 ml of DMSO were reacted at 90° C. for 3 hours. After cooling to room temperature the reaction medium was acidified with aqueous citric acid; the compound was extracted with ethyl acetate and, after distillation of the solvent, crystallized from ethanol. 250 mg of N-[6-chloro-5-(2-chloro-5-methoxy-phenoxy)-pyrimidin-4-yl]-5-isopropyl-pyridine...